This data is from the Open Reaction Database (ORD), a public repository of structured organic reaction records. The task is: describe an organic reaction: reactants, conditions, products, and yield The reactants are COC1=CC=C(C=CC(=O)OC2=CC=C(C(=O)O)C=C2)C=C1 (4-(4-Methoxycinnamoyloxy)-Benzoic Acid), C1(CCCCC1)N=C=NC1CCCCC1 (dicyclohexylcarbodiimide), N1(CCCC1)C1=CC=NC=C1 (4-pyrrolidinopyridine), COC1=CC=C(C=CC(=O)OC2=CC=C(C(=O)O)C=C2)C=C1 (4-(4-Methoxycinnamoyloxy)-Benzoic Acid), C(C(=C)C)(=O)OCCCCCCO (6-Hydroxyhexyl Methacrylate). The product is CC(C(=O)OCCCCCCOC(C1=CC=C(C=C1)OC(C=CC1=CC=C(C=C1)OC)=O)=O)=C (6-[4-(4-Methoxycinnamoyloxy)benzoyloxy]hexyl Methyacrylate). Run at time 4 hour. RXN SMILES: [CH3:1][O:2][C:3]1[CH:22]=[CH:21][C:6]([CH:7]=[CH:8][C:9]([O:11][C:12]2[CH:20]=[CH:19][C:15]([C:16]([OH:18])=[O:17])=[CH:14][CH:13]=2)=[O:10])=[CH:5][CH:4]=1.[C:23]([O:28][CH2:29][CH2:30][CH2:31][CH2:32][CH2:33][CH2:34]O)(=[O:27])[C:24]([CH3:26])=[CH2:25].C1(N=C=NC2CCCCC2)CCCCC1.N1(C2C=CN=CC=2)CCCC1>ClCCl>[CH3:26][C:24](=[CH2:25])[C:23]([O:28][CH2:29][CH2:30][CH2:31][CH2:32][CH2:33][CH2:34][O:17][C:16](=[O:18])[C:15]1[CH:14]=[CH:13][C:12]([O:11][C:9](=[O:10])[CH:8]=[CH:7][C:6]2[CH:5]=[CH:4][C:3]([O:2][CH3:1])=[CH:22][CH:21]=2)=[CH:20][CH:19]=1)=[O:27]. Reported procedure: This step involved adding a polymerizable group and the remainder of the spacer group to the compound of Step 3. The compound of Step 3 (25.5 g=85 mmole) was slurried in 800 mL dichloromethane. The compound of Step 1 (15.8 g=85 mmole) was added in one portion, followed by dicyclohexylcarbodiimide (17.5 g=85 mmole) and 4-pyrrolidinopyridine (1.3 g=8.5 mmole). The mixture was stirred at room temperature for 4 hours, and then vacuum filtered. The filtrate was washed with 5% aqueous acetic acid, H2O... The solvent is ClCCl (dichloromethane). The reactants are ClCCl (dichloromethane), C(C1=CC=CC=C1)SC=1SC2=C(N1)C=C(C(=C2)F)N2N=C(N(C2=O)C)C (1-(2-(benzylthio)-6-fluorobenzo[d]thiazol-5-yl)-3,4-dimethyl-1H-1,2,4-triazol-5(4H)-one), ClC=1C=C(C(=O)OO)C=CC1 (m-chloroperoxybenzoic acid). Run in O (water). Reaction conditions: time 10 minute. Yields the product C(C1=CC=CC=C1)S(=O)C=1SC2=C(N1)C=C(C(=C2)F)N2N=C(N(C2=O)C)C (1-(2-(benzylsulfinyl)-6-fluorobenzo[d]thiazol-5-yl)-3,4-dimethyl-1H-1,2,4-triazol-5(4H)-one). The yield is 91.0%. RXN SMILES: ClCCl.[CH2:4]([S:11][C:12]1[S:13][C:14]2[CH:20]=[C:19]([F:21])[C:18]([N:22]3[C:26](=[O:27])[N:25]([CH3:28])[C:24]([CH3:29])=[N:23]3)=[CH:17][C:15]=2[N:16]=1)[C:5]1[CH:10]=[CH:9][CH:8]=[CH:7][CH:6]=1.ClC1C=C(C=CC=1)C(OO)=[O:35]>O>[CH2:4]([S:11]([C:12]1[S:13][C:14]2[CH:20]=[C:19]([F:21])[C:18]([N:22]3[C:26](=[O:27])[N:25]([CH3:28])[C:24]([CH3:29])=[N:23]3)=[CH:17][C:15]=2[N:16]=1)=[O:35])[C:5]1[CH:10]=[CH:9][CH:8]=[CH:7][CH:6]=1. Procedure details: 10 mL of dichloromethane was charged with 0.001 mol 1-(2-(benzylthio)-6-fluorobenzo[d]thiazol-5-yl)-3,4-dimethyl-1H-1,2,4-triazol-5(4H)-one. The mixture was stirred for 10 mins and then 0.0011 mol m-chloroperoxybenzoic acid (MCPBA) were added. After stirring at room temperature for 2 hours, the mixture was poured into 30 mL of water, extracted with 15 mL dichloromethane twice. Organic phases were combined and dried over anhydrous sodium sulfate. Filtration and removal of solvent under vacuum gav... Starting materials: C([O-])([O-])=O.[Cs+].[Cs+] (cesium carbonate), CC1(OB(OC1(C)C)C=1C=C2CNC(C2=CC1)=O)C (5-(4,4,5,5-tetramethyl-1,3,2-dioxaborolan-2-yl)isoindolin-1-one), BrC1=CC=C(C(=C1OCC1=CC=C(C(=O)N)C=C1)OC)OC(F)F (4-((6-bromo-3-(difluoromethoxy)-2-methoxyphenoxy)methyl)benzamide). The reagents and catalysts are [Pd].C1(=CC=CC=C1)P(C1=CC=CC=C1)C1=CC=CC=C1.C1(=CC=CC=C1)P(C1=CC=CC=C1)C1=CC=CC=C1.C1(=CC=CC=C1)P(C1=CC=CC=C1)C1=CC=CC=C1.C1(=CC=CC=C1)P(C1=CC=CC=C1)C1=CC=CC=C1 (tetrakis(triphenylphosphine) palladium(0)). Solvent: CN(C=O)C (dimethylformamide). Reaction conditions: temperature 85 celsius. Product: FC(OC=1C(=C(OCC2=CC=C(C(=O)N)C=C2)C(=CC1)C=1C=C2CNC(C2=CC1)=O)OC)F (4-((3-(difluoromethoxy)-2-methoxy-6-(1-oxoisoindolin-5-yl)phenoxy)methyl)benzamide). The yield is 17.7%. Reaction SMILES: Br[C:2]1[C:7]([O:8][CH2:9][C:10]2[CH:18]=[CH:17][C:13]([C:14]([NH2:16])=[O:15])=[CH:12][CH:11]=2)=[C:6]([O:19][CH3:20])[C:5]([O:21][CH:22]([F:24])[F:23])=[CH:4][CH:3]=1.C(=O)([O-])[O-].[Cs+].[Cs+].CC1(C)C(C)(C)OB([C:39]2[CH:40]=[C:41]3[C:45](=[CH:46][CH:47]=2)[C:44](=[O:48])[NH:43][CH2:42]3)O1>CN(C)C=O.[Pd].C1(P(C2C=CC=CC=2)C2C=CC=CC=2)C=CC=CC=1.C1(P(C2C=CC=CC=2)C2C=CC=CC=2)C=CC=CC=1.C1(P(C2C=CC=CC=2)C2C=CC=CC=2)C=CC=CC=1.C1(P(C2C=CC=CC=2)C2C=CC=CC=2)C=CC=CC=1>[F:23][CH:22]([F:24])[O:21][C:5]1[C:6]([O:19][CH3:20])=[C:7]([C:2]([C:39]2[CH:40]=[C:41]3[C:45](=[CH:46][CH:47]=2)[C:44](=[O:48])[NH:43][CH2:42]3)=[CH:3][CH:4]=1)[O:8][CH2:9][C:10]1[CH:18]=[CH:17][C:13]([C:14]([NH2:16])=[O:15])=[CH:12][CH:11]=1 |f:1.2.3,6.7.8.9.10|. Procedure details: To a stirring solution of 4-((6-bromo-3-(difluoromethoxy)-2-methoxyphenoxy)methyl)benzamide (500 mg, 1.24 mmol) in dimethylformamide (10 mL) was purged with argon for 1 h. To this cesium carbonate (1.2 g, 3.73 mmol), tetrakis(triphenylphosphine) palladium(0) (72 mg, 0.06 mmol) and 5-(4,4,5,5-tetramethyl-1,3,2-dioxaborolan-2-yl)isoindolin-1-one (386 mg, 1.49 mmol) were added and the resultant reaction mixture was heated to 80-90° C. for 3 h. The reaction mixture was cooled to RT, filtered and the... The solvent is C(C)O (ethanol). Procedure details: 3-Bromo-4,5-dimethoxy-benzaldehyde (245 mg, 1 mmol), malononitrile (66 mg, 1 mmol) and sesamol (166 mg, 1.2 mmol) were taken in 10 ml ethanol, charged with piperidine (50 μl, 0.5 mmol) and stirred at room temperature for 3 h. The reaction mixture was then stirred at 80° C. for 64 h. Reaction was complete with the desired product. The reaction mixture was first cooled down to room temperature, diluted with water to about 30 ml, precipitates were collected by filtration, washed with 1:1 mixture of... As a reaction SMILES: [Br:1][C:2]1[CH:3]=[C:4]([CH:7]=[C:8]([O:12][CH3:13])[C:9]=1[O:10][CH3:11])[CH:5]=O.[C:14](#[N:18])[CH2:15][C:16]#[N:17].[CH2:19]1[O:23][C:22]2[CH:24]=[C:25]([OH:28])[CH:26]=[CH:27][C:21]=2[O:20]1.N1CCCCC1>C(O)C>[NH2:17][C:16]1[O:28][C:25]2[CH:24]=[C:22]3[O:23][CH2:19][O:20][C:21]3=[CH:27][C:26]=2[CH:5]([C:4]2[CH:7]=[C:8]([O:12][CH3:13])[C:9]([O:10][CH3:11])=[C:2]([Br:1])[CH:3]=2)[C:15]=1[C:14]#[N:18]. The reactants are BrC=1C=C(C=O)C=C(C1OC)OC (3-Bromo-4,5-dimethoxy-benzaldehyde), N1CCCCC1 (piperidine), C(CC#N)#N (malononitrile), C1OC2=C(O1)C=C(C=C2)O (sesamol). Yields the product NC=1OC=2C=C3C(=CC2C(C1C#N)C1=CC(=C(C(=C1)OC)OC)Br)OCO3 (6-Amino-8-(3-bromo-4,5-dimethoxy-phenyl)-8H-[1,3]dioxolo[4,5-g]chromene-7-carbonitrile). Reaction conditions: time 3 hour. Reactants: C[O-].[Na+] (sodium methoxide), OC=1C=C(C=CC1)C=1OC2=C(C1C)C=CC=C2 (2-(3-hydroxyphenyl)-3-methyl-benzofuran), C1C(O1)CO (Glycidol). The solvent is CO (methanol). Conditions: temperature 200 celsius. Product: OC(COC=1C=C(C=CC1)C=1OC2=C(C1C)C=CC=C2)CO (2-[3-(2,3-dihydroxypropoxy)phenyl]-3-methylbenzofuran). Reaction SMILES: [OH:1][C:2]1[CH:3]=[C:4]([C:8]2[O:9][C:10]3[CH:17]=[CH:16][CH:15]=[CH:14][C:11]=3[C:12]=2[CH3:13])[CH:5]=[CH:6][CH:7]=1.C[O-].[Na+].[CH2:21]1[O:23][CH:22]1[CH2:24][OH:25]>CO>[OH:23][CH:22]([CH2:24][OH:25])[CH2:21][O:1][C:2]1[CH:3]=[C:4]([C:8]2[O:9][C:10]3[CH:17]=[CH:16][CH:15]=[CH:14][C:11]=3[C:12]=2[CH3:13])[CH:5]=[CH:6][CH:7]=1 |f:1.2|. Procedure: The ester which results from the condensation of 2'-hydroxyacetophenone and m-anisic acid is converted to 2-(3-methoxyphenyl)-3-methylbenzofuran by reductive cyclization in dioxane with a titanium tetrachloride/zinc metal catalyst according to the method of Banerji and Nayak, J Chem. Soc., Chem. Comm., (1990), 150. The 2-(3-methoxyphenyl)-3-methylbenzofuran (47.6 gm, 0.198 mol) is treated with several volumes of pyridine hydrochloride at 200° C. for about 6 hours to cleave the methyl ether moiet... Starting materials: [OH-].[Na+] (sodium hydroxide), [Cl-].[Na+] (sodium chloride), C1(=CC=C(C=C1)S(=O)(=O)OCC(CCCC)(C)C#N)C ((+) 2-cyano-2-methylhexyl p-toluenesulfonate), C1(O)=CC=C(O)C=C1 (hydroquinone), [O-]CCCC.[Na+] (sodium butoxide). Run in C(CCC)O (n-butanol), C(CCC)O (n-butanol). Reaction conditions: temperature 120 celsius, time 20 hour. Product: C(#N)C(COC1=CC=C(C=C1)O)(CCCC)C ((-)-p-(2-cyano-2-methylhexyloxy)phenol). Yield: 21.4%. As a reaction SMILES: C1(C)C=CC(S(O[CH2:11][C:12]([C:18]#[N:19])([CH3:17])[CH2:13][CH2:14][CH2:15][CH3:16])(=O)=O)=CC=1.[C:21]1([CH:28]=[CH:27][C:25]([OH:26])=[CH:24][CH:23]=1)[OH:22].[O-]CCCC.[Na+].[OH-].[Na+].[Cl-].[Na+]>C(O)CCC>[C:18]([C:12]([CH3:17])([CH2:13][CH2:14][CH2:15][CH3:16])[CH2:11][O:22][C:21]1[CH:28]=[CH:27][C:25]([OH:26])=[CH:24][CH:23]=1)#[N:19] |f:2.3,4.5,6.7|. Reported procedure: While 480 mg (1.6 mM) of (+) 2-cyano-2-methylhexyl p-toluenesulfonate, 357 mg (3.2 mM) of hydroquinone and 1.5 ml of n-butanol were stirred in a nitrogen atmosphere, sodium butoxide obtained by dissolving 83.3 mM (2.1 mM) of sodium hydroxide in 2.2 ml of n-butanol was added dropwise, followed by stirring for 20 hours under heating at 120° C. After the reaction, 5 ml of saturated sodium chloride aqueous solution was added, followed by extraction with ether. The ether layer was washed with distill... Starting materials: N1C=C(C2=CC=CC=C12)C[C@@H](C=C)NC(OC(C)(C)C)=O (tert-butyl (1S)-1-(1H-indol-3-ylmethyl)prop-2-enylcarbamate), B1C2CCCC1CCC2 (9-BBN), C(=O)([O-])[O-].[Cs+].[Cs+] (Cs2CO3), ClC1=NC=C(C=C1\C=C\C1=CC=NC=C1)I (2-chloro-5-iodo-3-[(E)-2-pyridin-4-ylvinyl]pyridine). The reagents and catalysts are Cl[Pd]Cl (PdCl2). Solvent: C1CCOC1 (THF), CN(C)C=O (DMF). Conditions: time 8 hour. The product is ClC1=C(C=C(C=N1)CC[C@H](CC1=CNC2=CC=CC=C12)NC(OC(C)(C)C)=O)\C=C\C1=CC=NC=C1 (tert-butyl (1R)-3-{6-chloro-5-[(E)-2-pyridin-4-ylvinyl]pyridin-3-yl}-1-(1H-indol-3-ylmethyl)propylcarbamate). The yield is 42.9%. As a reaction SMILES: [NH:1]1[C:9]2[C:4](=[CH:5][CH:6]=[CH:7][CH:8]=2)[C:3]([CH2:10][C@H:11]([NH:14][C:15](=[O:21])[O:16][C:17]([CH3:20])([CH3:19])[CH3:18])[CH:12]=[CH2:13])=[CH:2]1.B1C2CCCC1CCC2.[Cl:31][C:32]1[C:37](/[CH:38]=[CH:39]/[C:40]2[CH:45]=[CH:44][N:43]=[CH:42][CH:41]=2)=[CH:36][C:35](I)=[CH:34][N:33]=1.C([O-])([O-])=O.[Cs+].[Cs+]>C1COCC1.CN(C=O)C.Cl[Pd]Cl>[Cl:31][C:32]1[N:33]=[CH:34][C:35]([CH2:13][CH2:12][C@@H:11]([NH:14][C:15](=[O:21])[O:16][C:17]([CH3:20])([CH3:19])[CH3:18])[CH2:10][C:3]2[C:4]3[C:9](=[CH:8][CH:7]=[CH:6][CH:5]=3)[NH:1][CH:2]=2)=[CH:36][C:37]=1/[CH:38]=[CH:39]/[C:40]1[CH:41]=[CH:42][N:43]=[CH:44][CH:45]=1 |f:3.4.5|. Reported procedure: A solution of Example 21C (100 mg, 0.35 mmol) in THF (3 mL) at 0° C. was treated with 9-BBN (0.5 M solution in THF, 0.70 mL, 0.35 mmol), stirred overnight while gradually warming to room temperature, cannulated into a mixture of Example 21B (108 mg, 0.32 mmol), PdCl2 (dppf) (26 mg, 0.032 mmol) and Cs2CO3 (228 mg, 0.7 mmol) in DMF, purged with nitrogen, and stirred at 50° C. for 8 hours. The mixture was treated with ethyl acetate (50 mL), washed with brine, dried (MgSO4), filtered, and concentrat...